This data is from the Open Reaction Database (ORD), a public repository of structured organic reaction records. The task is: describe an organic reaction: reactants, conditions, products, and yield Reactants: C(C)(=O)O[C@@H]1[C@]2(C)[C@@H](CC1)[C@@H]1CCC3=CC(CC[C@]3(C)[C@]1([C@H](C2)F)Br)=O (17β-acetoxy-9-bromo-11β-fluoro-4-androsten-3-one), C(CCC)[SnH](CCCC)CCCC (tributyltin hydride), α. The solvent is O1CCCC1 (tetrahydrofuran). The product is C(C)(=O)O[C@@H]1[C@]2(C)[C@@H](CC1)[C@@H]1CCC3=CC(CC[C@]3(C)[C@H]1[C@H](C2)F)=O (17β-acetoxy-11β-fluoro-4-androsten-3-one). As a reaction SMILES: [C:1]([O:4][C@H:5]1[CH2:10][CH2:9][C@H:8]2[C@H:11]3[C@:21](Br)([C@@H:22]([F:24])[CH2:23][C@:6]12[CH3:7])[C@:19]1([CH3:20])[C:14](=[CH:15][C:16](=[O:26])[CH2:17][CH2:18]1)[CH2:13][CH2:12]3)(=[O:3])[CH3:2].C([SnH](CCCC)CCCC)CCC>O1CCCC1>[C:1]([O:4][C@H:5]1[CH2:10][CH2:9][C@H:8]2[C@H:11]3[C@H:21]([C@@H:22]([F:24])[CH2:23][C@:6]12[CH3:7])[C@:19]1([CH3:20])[C:14](=[CH:15][C:16](=[O:26])[CH2:17][CH2:18]1)[CH2:13][CH2:12]3)(=[O:3])[CH3:2]. Procedure: 8 g. of 17β-acetoxy-9-bromo-11β-fluoro-4-androsten-3-one is agitated at room temperature for 5 hours in 160 ml. of tetrahydrofuran with 20 ml. of tributyltin hydride with the addition of 10 mg. of α ,α'-azoisobutyrodinitrile. The solution is evaporated under vacuum; the residue is crystallized with hexane. The crystalline product is vacuum-filtered and chromatographed on silica gel for further purification. With ethyl acetate/hexane, 3.4 g. of 17β-acetoxy-11β-fluoro-4-androsten-3-one is obtained... The reactants are ClCC1OC2=C(C(N(C1)C)=O)C=CC=N2 (2-chloromethyl-2,3-dihydro-4-methylpyrido[3,2-f][1,4]-oxazepin-5(4H)-one), ClCCC1OC2=C(C(N(C1)C)=O)C=CC=N2 (2-(2-chloroethyl)-2,3-dihydro-4-methylpyrido[3,2-f][1,4]-oxazepin-5(4H)-one). Product: CN(C)CC1OC2=C(C(N(C1)C)=O)C=CC=N2 (2-(Dimethylamino)methyl-2,3-dihydro-4-methylpyrido[3,2-f][1,4]-oxazepin-5(4H)-one). Reaction SMILES: Cl[CH2:2][CH:3]1[CH2:9][N:8]([CH3:10])[C:7](=[O:11])[C:6]2[CH:12]=[CH:13][CH:14]=[N:15][C:5]=2[O:4]1.ClCCC1[CH2:25][N:24](C)[C:23](=O)C2C=CC=NC=2O1>>[CH3:23][N:24]([CH2:2][CH:3]1[CH2:9][N:8]([CH3:10])[C:7](=[O:11])[C:6]2[CH:12]=[CH:13][CH:14]=[N:15][C:5]=2[O:4]1)[CH3:25]. Procedure: When in the procedure of Example 10, 2-chloromethyl-2,3-dihydro-4-methylpyrido[3,2-f][1,4]-oxazepin-5(4H)-one is substituted for 2-(2-chloroethyl)-2,3-dihydro-4-methylpyrido[3,2-f][1,4]-oxazepin-5(4H)-one, the title compound is prepared and is isolated if desired as a pharmaceutically acceptable salt. The reactants are NC1=NC(=C2NC=NC2=N1)I (2-Amino-6-iodopurine), [C@@H]1(C[C@H](O)[C@@H](CO)O1)N1C(=O)NC(=O)C(C)=C1 (thymidine), [OH-].[K+] (KOH), [C@@H]1(C[C@H](O)[C@@H](CO)O1)N1C(=O)NC(=O)C(C)=C1 (Thymidine), purine nucleoside, purine nucleoside, [N-]=[N+]=[N-].[K+] (potassium azide), [C@@H]1(C[C@H](O)[C@@H](CO)O1)N1C(=O)NC(=O)C(C)=C1 (thymidine), F[C@H]1[C@@H](O[C@@H]([C@H]1O)CO)N1C(=O)NC(=O)C=C1 (1-(2-deoxy-2-fluoro-β-D-ribofuranosyl)uracil), [N-]=[N+]=[N-].[K+] (potassium azide), purine nucleoside. Solvent: C(C)(=O)O (acetic acid), P(=O)([O-])([O-])[O-].[K+].[K+].[K+] (potassium phosphate), P(=O)([O-])([O-])[O-].[K+].[K+].[K+] (potassium phosphate). Run at temperature 37 celsius. The product is NC1=NC(=C2N=CN(C2=N1)[C@H]1[C@@H]([C@H](O)[C@H](O1)CO)F)I (2-Amino-9-(2-deoxy-2-fluoro-β-D-ribofuranosyl)-6-iodo-9H-purine). As a reaction SMILES: [NH2:1][C:2]1[N:10]=[C:9]2[C:5]([NH:6][CH:7]=[N:8]2)=[C:4]([I:11])[N:3]=1.[F:12][C@@H:13]1[C@H:17]([OH:18])[C@@H:16]([CH2:19][OH:20])[O:15][C@H:14]1N1C=CC(=O)NC1=O.[N-]=[N+]=[N-].[K+].[OH-].[K+].[C@@H]1(N2C=C(C)C(=O)NC2=O)O[C@H](CO)[C@@H](O)C1>P([O-])([O-])([O-])=O.[K+].[K+].[K+].C(O)(=O)C>[NH2:1][C:2]1[N:10]=[C:9]2[C:5]([N:6]=[CH:7][N:8]2[C@@H:14]2[O:15][C@H:16]([CH2:19][OH:20])[C@@H:17]([OH:18])[C@H:13]2[F:12])=[C:4]([I:11])[N:3]=1 |f:2.3,4.5,7.8.9.10|. Procedure: 2-Amino-6-iodopurine (0.8 g, 3.1 mmoles) which may be prepared according to R. T. Koda et al. (J. Pharm. Sci. 57:2056, 1968) and 1-(2-deoxy-2-fluoro-β-D-ribofuranosyl)uracil (0.39 g, 1.6 mmoles) which may be prepared according to J. F. Codington et al. (J. Org. Chem. 29:558, 1964) were suspended in 20 ml of 10 mM potassium phosphate buffer, pH 7.0, which contained 0.04% (w/v) potassium azide. The pH of the suspension was adjusted to 7.2 with KOH. Thymidine phosphorylase (2,000 I.U.) and purine n... Product: O=Nc1c(-c2ccc(Cl)cc2)nc2sc3ccccc3n12. The reactants are CC(=O)O, Clc1ccc(-c2cn3c(n2)sc2ccccc23)cc1, O=N[O-], [Na+], O. Reaction SMILES: [CH3:1][C:2](=[O:3])[OH:4].[Cl:5][c:6]1[cH:7][cH:8][c:9](-[c:12]2[n:13][c:14]3[s:15][c:16]4[c:17]([n:18]3[cH:19]2)[cH:20][cH:21][cH:22][cH:23]4)[cH:10][cH:11]1.[N:24](=[O:25])[O-:26].[Na+:27].[OH2:28]>>[Cl:5][c:6]1[cH:7][cH:8][c:9](-[c:12]2[n:13][c:14]3[s:15][c:16]4[c:17]([n:18]3[c:19]2[N:24]=[O:25])[cH:20][cH:21][cH:22][cH:23]4)[cH:10][cH:11]1. The reactants are [Br-], C1CCOC1, CC[Mg+], CC(C)[O-], CC(C)[O-], CC(C)[O-], CC(C)[O-], [Na+], [OH-], [Ti+4], N#Cc1ccoc1. Product: NC1(c2ccoc2)CC1. RXN SMILES: [Br-:8].[CH2:14]1[O:15][CH2:16][CH2:17][CH2:18]1.[CH2:9]([CH3:10])[Mg+:11].[CH3:19][CH:20]([CH3:21])[O-:22].[CH3:24][CH:25]([CH3:26])[O-:27].[CH3:28][CH:29]([CH3:30])[O-:31].[CH3:32][CH:33]([CH3:34])[O-:35].[Na+:13].[OH-:12].[Ti+4:23].[o:1]1[cH:2][c:3]([C:6]#[N:7])[cH:4][cH:5]1>>[o:1]1[cH:2][c:3]([C:6]2([NH2:7])[CH2:9][CH2:10]2)[cH:4][cH:5]1. Reactants: FC(C=1C=C(C=CC1)C1CNCCC1)(F)F (3-(m-trifluoromethylphenyl)-piperidine), C(CC)I (propyl iodide). Reagents/catalysts: [Ag]=O (silver oxide). Run in CC(=O)C (acetone). Product: C(CC)N1CC(CCC1)C1=CC(=CC=C1)C(F)(F)F (N-propyl-3-(m-trifluoromethylphenyl)-piperidine). RXN SMILES: [F:1][C:2]([F:16])([F:15])[C:3]1[CH:4]=[C:5]([CH:9]2[CH2:14][CH2:13][CH2:12][NH:11][CH2:10]2)[CH:6]=[CH:7][CH:8]=1.[CH2:17](I)[CH2:18][CH3:19]>CC(C)=O.[Ag]=O>[CH2:17]([N:11]1[CH2:12][CH2:13][CH2:14][CH:9]([C:5]2[CH:6]=[CH:7][CH:8]=[C:3]([C:2]([F:1])([F:15])[F:16])[CH:4]=2)[CH2:10]1)[CH2:18][CH3:19]. Procedure: A mixture of 4.6 g of the product of Step A in 25 ml of acetone was stirred until dissolution occured and then 2.5 g of silver oxide were added thereto. The mixture was cooled on an ice bath and 2.5 ml of propyl iodide were added dropwise over 5 minutes. The temperature went back to room temperature and the mixture was stirred for 16 hours and was filtered. The filtrate was evaporated to dryness under reduced pressure and the residue was chromatographed over silica gel. Elution with a 85-10-5 cy... Starting materials: [Br-], CC1(C)C(C(=O)O)C12C=Cc1ccccc12, CCCC[N+](CCCC)(CCCC)CCCC, Cc1ccccc1, CCCCCC, [Cl-], N#C[Na], O=Cc1ccc(F)c(Oc2ccccc2)c1, O. Yields the product CC1(C)C(C(=O)OC(C#N)c2ccc(F)c(Oc3ccccc3)c2)C12C=Cc1ccccc12. As a reaction SMILES: [Br-:38].[CH3:18][C:19]1([CH3:33])[CH:20]([C:30](=[O:31])[OH:32])[C:21]12[CH:22]=[CH:23][c:24]1[cH:25][cH:26][cH:27][cH:28][c:29]12.[CH3:39][CH2:40][CH2:41][CH2:42][N+:43]([CH2:44][CH2:45][CH2:46][CH3:47])([CH2:48][CH2:49][CH2:50][CH3:51])[CH2:52][CH2:53][CH2:54][CH3:55].[CH3:56][c:57]1[cH:58][cH:59][cH:60][cH:61][cH:62]1.[CH3:63][CH2:64][CH2:65][CH2:66][CH2:67][CH3:68].[Cl-:17].[Na:34][C:35]#[N:36].[O:1]([c:2]1[cH:3][cH:4][cH:5][cH:6][cH:7]1)[c:8]1[cH:9][c:10]([CH:11]=[O:12])[cH:13][cH:14][c:15]1[F:16].[OH2:37]>>[O:1]([c:2]1[cH:3][cH:4][cH:5][cH:6][cH:7]1)[c:8]1[cH:9][c:10]([CH:11]([O:12][C:30]([CH:20]2[C:19]([CH3:18])([CH3:33])[C:21]23[CH:22]=[CH:23][c:24]2[cH:25][cH:26][cH:27][cH:28][c:29]23)=[O:31])[C:35]#[N:36])[cH:13][cH:14][c:15]1[F:16]. Starting materials: CCOC(C)=O, CCOC(=O)n1c(C(=O)c2cc(OC)ccn2)c(N)c2ccc(Cl)cc21. Product: COc1ccnc(C(=O)c2[nH]c3cc(Cl)ccc3c2N)c1. RXN SMILES: [CH3:27][CH2:28][O:29][C:30](=[O:31])[CH3:32].[NH2:1][c:2]1[c:3]([C:17](=[O:18])[c:19]2[n:20][cH:21][cH:22][c:23]([O:25][CH3:26])[cH:24]2)[n:4]([C:12]([O:13][CH2:14][CH3:15])=[O:16])[c:5]2[cH:6][c:7]([Cl:11])[cH:8][cH:9][c:10]12>>[NH2:1][c:2]1[c:3]([C:17](=[O:18])[c:19]2[n:20][cH:21][cH:22][c:23]([O:25][CH3:26])[cH:24]2)[nH:4][c:5]2[cH:6][c:7]([Cl:11])[cH:8][cH:9][c:10]12. The reactants are C(C(=O)Cl)(=O)Cl (Oxalyl chloride), CC(C)OC=1C=C(C(=O)O)C=C(C1)OCC1=CC=CC=C1 (3-[(1-methylethyl)oxy]-5-[(phenylmethyl)oxy]benzoic acid), NC1=NC=C(N=C1)C (2-amino-5-methylpyrazine), N1=CC=CC=C1 (pyridine). Run in C(Cl)Cl (DCM), C(Cl)Cl (DCM). Run at time 4 hour. Product: CC(C)OC=1C=C(C(=O)NC2=NC=C(N=C2)C)C=C(C1)OCC1=CC=CC=C1 (3-[(1-Methylethyl)oxy]-N-(5-methylpyrazin-2-yl)-5-[(phenylmethyl)oxy]benzamide). Yield: 73.1%. Reaction SMILES: C(Cl)(=O)C(Cl)=O.[CH3:7][CH:8]([O:10][C:11]1[CH:12]=[C:13]([CH:17]=[C:18]([O:20][CH2:21][C:22]2[CH:27]=[CH:26][CH:25]=[CH:24][CH:23]=2)[CH:19]=1)[C:14]([OH:16])=O)[CH3:9].[NH2:28][C:29]1[CH:34]=[N:33][C:32]([CH3:35])=[CH:31][N:30]=1.N1C=CC=CC=1>C(Cl)Cl>[CH3:9][CH:8]([O:10][C:11]1[CH:12]=[C:13]([CH:17]=[C:18]([O:20][CH2:21][C:22]2[CH:27]=[CH:26][CH:25]=[CH:24][CH:23]=2)[CH:19]=1)[C:14]([NH:28][C:29]1[CH:34]=[N:33][C:32]([CH3:35])=[CH:31][N:30]=1)=[O:16])[CH3:7]. Reported procedure: Oxalyl chloride (2.1 mL, 24.0 mmol) was added to a solution of 3-[(1-methylethyl)oxy]-5-[(phenylmethyl)oxy]benzoic acid (5.72 g, 20.0 mmol) in DCM (100 mL) and the mixture stirred at ambient RT for 4 hours. The mixture was evaporated in vacuo to a residue, which was taken up in DCM (25 mL) and added to a stirred mixture of 2-amino-5-methylpyrazine (2.29 g, 21.0 mmol) and pyridine (1.94 mL, 24.0 mmol) in DCM (100 mL) at 5° C.-10° C. The mixture was stirred at RT for 18 hours, the DCM evaporated i...